From a dataset of the Open Reaction Database (ORD), a public repository of structured organic reaction records. describe an organic reaction: reactants, conditions, products, and yield The reactants are CN1C(=O)N(c2cncnc2)CC1C(=O)OC(C)(C)C, ClCCl, O=C(O)C(F)(F)F. The product is CN1C(=O)N(c2cncnc2)CC1C(=O)O. As a reaction SMILES: [CH3:1][N:2]1[C:3](=[O:20])[N:4]([c:14]2[cH:15][n:16][cH:17][n:18][cH:19]2)[CH2:5][CH:6]1[C:7](=[O:8])[O:9][C:10]([CH3:11])([CH3:12])[CH3:13].[Cl:28][CH2:29][Cl:30].[F:21][C:22]([F:23])([F:24])[C:25]([OH:26])=[O:27]>>[CH3:1][N:2]1[C:3](=[O:20])[N:4]([c:14]2[cH:15][n:16][cH:17][n:18][cH:19]2)[CH2:5][CH:6]1[C:7](=[O:8])[OH:9]. The reactants are FC(C1=C(C=CC=C1)CC(=O)O)(F)F (2-trifluoromethylphenylacetic acid), CO (methanol). Reagents/catalysts: S(O)(O)(=O)=O (sulphuric acid). The product is FC(C1=C(C=CC=C1)CC(=O)OC)(F)F (Methyl 2-trifluoromethylphenylacetate). Reaction SMILES: [F:1][C:2]([F:14])([F:13])[C:3]1[CH:8]=[CH:7][CH:6]=[CH:5][C:4]=1[CH2:9][C:10]([OH:12])=[O:11].[CH3:15]O>S(=O)(=O)(O)O>[F:1][C:2]([F:13])([F:14])[C:3]1[CH:8]=[CH:7][CH:6]=[CH:5][C:4]=1[CH2:9][C:10]([O:12][CH3:15])=[O:11]. Reported procedure: A solution of 2-trifluoromethylphenylacetic acid (5.0 g) in methanol (30 ml) containing 5 drops of concentrated sulphuric acid was heated at reflux for 2 hours. The reaction mixture was concentrated, diluted with ethyl acetate (100 ml), washed with 1N sodium hydroxide (25 ml) then with brine (25 ml), dried over magnesium sulphate and evaporated to give the title compound (5.04 g) as a colourless oil. Starting materials: ClC1=NC(=NC=C1F)CC1=CC=C(C=C1)F (4-Chloro-5-fluoro-2-(4-fluorobenzyl)-pyrimidine), CN1CCNCC1 (4-methylpiperazine). Solvent: C(Cl)Cl (methylene chloride). Reaction conditions: time 1.5 hour. The product is FC=1C(=NC(=NC1)CC1=CC=C(C=C1)F)N1CCN(CC1)C (5-Fluoro-2-(4-fluorobenzyl)-4-(4-methylpiperazin-1-yl)-pyrimidine). Isolated yield 96.9%. Reaction SMILES: Cl[C:2]1[C:7]([F:8])=[CH:6][N:5]=[C:4]([CH2:9][C:10]2[CH:15]=[CH:14][C:13]([F:16])=[CH:12][CH:11]=2)[N:3]=1.[CH3:17][N:18]1[CH2:23][CH2:22][NH:21][CH2:20][CH2:19]1>C(Cl)Cl>[F:8][C:7]1[C:2]([N:21]2[CH2:22][CH2:23][N:18]([CH3:17])[CH2:19][CH2:20]2)=[N:3][C:4]([CH2:9][C:10]2[CH:15]=[CH:14][C:13]([F:16])=[CH:12][CH:11]=2)=[N:5][CH:6]=1. Reported procedure: A mixture of 0.48 g (2 mmol) of 4-chloro-5-fluoro-2-(4-fluorobenzyl)-pyrimidine from Step 2 and 1.53 mL (14 mmol) of 4-methylpiperazine in 10 mL of methylene chloride was stirred at ambient temperature for 1.5 hours. The reaction mixture was concentrated in vacuo and the residue was dissolved in methylene chloride. The resultant solution was washed with 4 X 30 mL of water, dried over anhydrous magnesium sulfate, filtered and concentrated in vacuo to give 0.59 g (95% yield) of the title compound ... Product: COCC(CCOCc1ccccc1)NCC(OC)OC. Reaction SMILES: [C:33]([BH3-:34])#[N:35].[CH2:1]([c:2]1[cH:3][cH:4][cH:5][cH:6][cH:7]1)[O:8][CH2:9][CH2:10][CH:11]([CH2:12][O:13][CH3:14])[NH2:15].[CH3:16][O:17][CH:18]([CH:19]=[O:20])[O:21][CH3:22].[CH3:29][C:30](=[O:31])[OH:32].[CH3:37][OH:38].[Mg+2:23].[Na+:36].[O-:24][S:25](=[O:26])(=[O:27])[O-:28]>>[CH2:1]([c:2]1[cH:3][cH:4][cH:5][cH:6][cH:7]1)[O:8][CH2:9][CH2:10][CH:11]([CH2:12][O:13][CH3:14])[NH:15][CH2:19][CH:18]([O:17][CH3:16])[O:21][CH3:22]. Starting materials: [BH3-]C#N, COCC(N)CCOCc1ccccc1, COC(C=O)OC, CC(=O)O, CO, [Mg+2], [Na+], O=S(=O)([O-])[O-].